Dataset: the Open Reaction Database (ORD), a public repository of structured organic reaction records. Task: describe an organic reaction: reactants, conditions, products, and yield Reactants: [Si](C1=CC=CC=C1)(C1=CC=CC=C1)(C(C)(C)C)OCC1N(CC2CC2C1)S(=O)(=O)C1=CC=C(C)C=C1 (4-(((tert-butyldiphenylsilyl)oxy)methyl)-3-tosyl-3-azabicyclo[4.1.0]heptane), [Mg] (magnesium), [Mg] (magnesium), C(Cl)Cl (DCM), [NH4+].[Cl-] (NH4Cl), [NH4+].[Cl-] (NH4Cl). Solvent: CO (MeOH). Reaction conditions: temperature 23 celsius. Product: [Si](C1=CC=CC=C1)(C1=CC=CC=C1)(C(C)(C)C)OCC1NCC2CC2C1 (4-(((tert-butyldiphenylsilyl)oxy)methyl)-3-azabicyclo[4.1.0]heptane). Yield: 75.2%. As a reaction SMILES: [Si:1]([O:18][CH2:19][CH:20]1[CH2:26][CH:25]2[CH:23]([CH2:24]2)[CH2:22][N:21]1S(C1C=CC(C)=CC=1)(=O)=O)([C:14]([CH3:17])([CH3:16])[CH3:15])([C:8]1[CH:13]=[CH:12][CH:11]=[CH:10][CH:9]=1)[C:2]1[CH:7]=[CH:6][CH:5]=[CH:4][CH:3]=1.[Mg].[NH4+].[Cl-].C(Cl)Cl>CO>[Si:1]([O:18][CH2:19][CH:20]1[CH2:26][CH:25]2[CH:23]([CH2:24]2)[CH2:22][NH:21]1)([C:14]([CH3:17])([CH3:15])[CH3:16])([C:8]1[CH:13]=[CH:12][CH:11]=[CH:10][CH:9]=1)[C:2]1[CH:7]=[CH:6][CH:5]=[CH:4][CH:3]=1 |f:2.3|. Reported procedure: To a solution of 4-(((tert-butyldiphenylsilyl)oxy)methyl)-3-tosyl-3-azabicyclo[4.1.0]heptane (D12) (3.12 g, 6 mmol) in MeOH (430 ml), under a nitrogen atmosphere, magnesium turnings (previously flame dried) (8.46 g, 348 mmol) and NH4Cl (8.9 g, 168 mmol) were added sequentially and the mixture was stirred at 23° C. Two further additions of magnesium (4.3 g), each one after 2 hrs stirring, were done. DCM (210 ml) and NH4Cl sat. sol. (285 ml) were added to the reaction mixture. The formed emulsion ... Starting materials: COC(=O)COc1ccc2cc(CNC(=O)c3cnn(-c4ccc(Cl)cc4)c3C(F)(F)F)ccc2c1, CO, Cl, [Na+], [OH-], O. Yields the product O=C(O)COc1ccc2cc(CNC(=O)c3cnn(-c4ccc(Cl)cc4)c3C(F)(F)F)ccc2c1. As a reaction SMILES: [CH3:3][O:4][C:5]([CH2:6][O:7][c:8]1[cH:9][c:10]2[cH:11][cH:12][c:13]([CH2:18][NH:19][C:20](=[O:21])[c:22]3[cH:23][n:24][n:25](-[c:31]4[cH:32][cH:33][c:34]([Cl:37])[cH:35][cH:36]4)[c:26]3[C:27]([F:28])([F:29])[F:30])[cH:14][c:15]2[cH:16][cH:17]1)=[O:38].[CH3:41][OH:42].[ClH:40].[Na+:2].[OH-:1].[OH2:39]>>[O:4]=[C:5]([CH2:6][O:7][c:8]1[cH:9][c:10]2[cH:11][cH:12][c:13]([CH2:18][NH:19][C:20](=[O:21])[c:22]3[cH:23][n:24][n:25](-[c:31]4[cH:32][cH:33][c:34]([Cl:37])[cH:35][cH:36]4)[c:26]3[C:27]([F:28])([F:29])[F:30])[cH:14][c:15]2[cH:16][cH:17]1)[OH:38]. Starting materials: [OH-].[Li+] (lithium hydroxide), C(C)(=O)OCC (Ethyl acetate), C(C)OC(\C=C\C(C)(C)NC(=O)OC(C)(C)C)=O ((2E)-4-tert-Butoxycarbonylamino-4-methylpent-2-enoic acid ethyl ester). Run in O (water), O (water), O1CCOCC1 (dioxane). Conditions: temperature 20 celsius, time 16 hour. Yields the product C(C)(C)(C)OC(=O)NC(/C=C/C(=O)O)(C)C ((2E)-4-tert-Butoxycarbonylamino-4-methylpent-2-enoic acid). As a reaction SMILES: C([O:3][C:4](=[O:18])/[CH:5]=[CH:6]/[C:7]([NH:10][C:11]([O:13][C:14]([CH3:17])([CH3:16])[CH3:15])=[O:12])([CH3:9])[CH3:8])C.[OH-].[Li+].C(OCC)(=O)C>O1CCOCC1.O>[C:14]([O:13][C:11]([NH:10][C:7]([CH3:9])([CH3:8])/[CH:6]=[CH:5]/[C:4]([OH:18])=[O:3])=[O:12])([CH3:17])([CH3:15])[CH3:16] |f:1.2|. Procedure details: (2E)-4-tert-Butoxycarbonylamino-4-methylpent-2-enoic acid ethyl ester (5.0 g, 19.4 mmol) was dissolved in dioxane (50 ml). A solution of lithium hydroxide (0.61 g, 25.3 mmol) in water (25 ml) was added. The solution was stirred for 16 h at 20° C. Ethyl acetate (75 ml) and water (20 ml) were added. The phases were separated, and the aqueous phase was extracted with ethyl acetate (20 ml). The combined organic phases were extracted with 1N sodium hydroxide solution (30 ml). The combined aqueous pha... Solvent: CO (methanol), C1CCOC1 (THF). Product: NC1=C(C=C(C=C1)C1(OCCO1)C1=CC=C(C=C1)Cl)C(O)C1=CC(=CC=C1)Cl (2-amino-α-(3-chlorophenyl)-5-[2-(4-chlorophenyl)-1,3-dioxolan-2-yl]-benzenemethanol). Starting materials: NC1=C(C=C(C=C1)C1(OCCO1)C1=CC=C(C=C1)Cl)C(=O)C1=CC(=CC=C1)Cl ([2-amino-5-[2-(4-chlorophenyl)-1,3-dioxolan-2-yl]phenyl](3-chlorophenyl)methanone), [BH4-].[Na+] (sodium tetrahydroborate). As a reaction SMILES: [NH2:1][C:2]1[CH:7]=[CH:6][C:5]([C:8]2([C:13]3[CH:18]=[CH:17][C:16]([Cl:19])=[CH:15][CH:14]=3)[O:12][CH2:11][CH2:10][O:9]2)=[CH:4][C:3]=1[C:20]([C:22]1[CH:27]=[CH:26][CH:25]=[C:24]([Cl:28])[CH:23]=1)=[O:21].[BH4-].[Na+]>CO.C1COCC1>[NH2:1][C:2]1[CH:7]=[CH:6][C:5]([C:8]2([C:13]3[CH:14]=[CH:15][C:16]([Cl:19])=[CH:17][CH:18]=3)[O:12][CH2:11][CH2:10][O:9]2)=[CH:4][C:3]=1[CH:20]([C:22]1[CH:27]=[CH:26][CH:25]=[C:24]([Cl:28])[CH:23]=1)[OH:21] |f:1.2|. Reaction conditions: time 30 minute. Reported procedure: A mixture of [2-amino-5-[2-(4-chlorophenyl)-1,3-dioxolan-2-yl]phenyl](3-chlorophenyl)methanone (prepared as described in WO 98/49157) (0.088 mol) in methanol (300 ml) and THF (100 ml) was cooled on an ice bath. sodium tetrahydroborate (0.088 mol) was added portionwise. The mixture was stirred at a low temperature for 30 min, then hydrolized and extracted with DCM. The organic layer was separated, dried (MgSO4), filtered and the solvent was evaporated till dryness. The product was used without fu... Yield: 99.9%. The reactants are C(C)(C)(C)OC(NC(CC1=CC2=CN(N=C2C(=C1)C)COCC[Si](C)(C)C)C=1NC=CN1)=O (tert-Butyl-1-(1H-imidazol-2-yl)-2-(7-methyl-2-[{2-[trimethylsilyl]ethoxy}methyl]-2H-indazol-5-yl)ethylcarbamate), C(#N)C=1C=C(CBr)C=CC1 (3-cyano benzyl bromide), C([O-])([O-])=O.[K+].[K+] (potassium carbonate). Run in CN(C=O)C (dimethylformamide). Run at time 16 hour. The product is C(#N)C=1C=C(CN2C(=NC=C2)C(CC2=CC3=CN(N=C3C(=C2)C)COCC[Si](C)(C)C)NC(OC(C)(C)C)=O)C=CC1 ((±)-tert-Butyl 1-(1-(3-cyanobenzyl)-1H-imidazol-2-yl)-2-(7-methyl-2-((2-(trimethylsilyl)ethoxy)methyl)-2H-indazol-5-yl)ethylcarbamate). RXN SMILES: [C:1]([O:5][C:6](=[O:33])[NH:7][CH:8]([C:28]1[NH:29][CH:30]=[CH:31][N:32]=1)[CH2:9][C:10]1[CH:18]=[C:17]([CH3:19])[C:16]2[C:12](=[CH:13][N:14]([CH2:20][O:21][CH2:22][CH2:23][Si:24]([CH3:27])([CH3:26])[CH3:25])[N:15]=2)[CH:11]=1)([CH3:4])([CH3:3])[CH3:2].[C:34]([C:36]1[CH:37]=[C:38]([CH:41]=[CH:42][CH:43]=1)[CH2:39]Br)#[N:35].C(=O)([O-])[O-].[K+].[K+]>CN(C)C=O>[C:34]([C:36]1[CH:37]=[C:38]([CH:41]=[CH:42][CH:43]=1)[CH2:39][N:32]1[CH:31]=[CH:30][N:29]=[C:28]1[CH:8]([NH:7][C:6](=[O:33])[O:5][C:1]([CH3:4])([CH3:2])[CH3:3])[CH2:9][C:10]1[CH:18]=[C:17]([CH3:19])[C:16]2[C:12](=[CH:13][N:14]([CH2:20][O:21][CH2:22][CH2:23][Si:24]([CH3:25])([CH3:27])[CH3:26])[N:15]=2)[CH:11]=1)#[N:35] |f:2.3.4|. Reported procedure: tert-Butyl-1-(1H-imidazol-2-yl)-2-(7-methyl-2-[{2-[trimethylsilyl]ethoxy}methyl]-2H-indazol-5-yl)ethylcarbamate (80 mg, 0.17 mmol), 3-cyano benzyl bromide (35.0 mg, 0.18 mmol, 1.05 equiv), and potassium carbonate (47.0 mg, 0.34 mmol) were combined in dimethylformamide (1.5 mL). After stirring at room temperature for 16 h, the solvents were removed and the residue purified by column chromatography to afford 85.0 mg (85%). Reactants: [Li]CCCC, C[Si](C)(C)c1ccc2c(c1)Cc1cc([Si](C)(C)C)ccc1-2, CI. Yields the product CC1c2cc([Si](C)(C)C)ccc2-c2ccc([Si](C)(C)C)cc21. Reaction SMILES: [CH2:22]([Li:23])[CH2:24][CH2:25][CH3:26].[CH3:1][Si:2]([c:3]1[cH:4][c:5]2[c:13]([cH:14][cH:15]1)-[c:12]1[c:7]([cH:8][c:9]([Si:16]([CH3:17])([CH3:18])[CH3:19])[cH:10][cH:11]1)[CH2:6]2)([CH3:20])[CH3:21].[CH3:27][I:28]>>[CH3:1][Si:2]([c:3]1[cH:4][c:5]2[c:13]([cH:14][cH:15]1)-[c:12]1[c:7]([cH:8][c:9]([Si:16]([CH3:17])([CH3:18])[CH3:19])[cH:10][cH:11]1)[CH:6]2[CH3:22])([CH3:20])[CH3:21]. Starting materials: C(C1=CC=CC=C1)C1=CC=C(C=C1)O (4-benzylphenol), ClOC(C)(C)C (t-butyl hypochlorite). The solvent is C(Cl)(Cl)(Cl)Cl (carbon tetrachloride). The product is C(C1=CC=CC=C1)C1=CC(=C(C=C1)O)Cl (4-benzyl-2-chlorophenol). Yield: 94.3%. Reaction SMILES: [CH2:1]([C:8]1[CH:13]=[CH:12][C:11]([OH:14])=[CH:10][CH:9]=1)[C:2]1[CH:7]=[CH:6][CH:5]=[CH:4][CH:3]=1.[Cl:15]OC(C)(C)C>C(Cl)(Cl)(Cl)Cl>[CH2:1]([C:8]1[CH:9]=[CH:10][C:11]([OH:14])=[C:12]([Cl:15])[CH:13]=1)[C:2]1[CH:3]=[CH:4][CH:5]=[CH:6][CH:7]=1. Procedure details: 18.4 g of 4-benzylphenol was dissolved in 100 ml of carbon tetrachloride and thereto was added dropwise 10.85 g of t-butyl hypochlorite at -5°-0° C. with stirring. After stirring for 3 hours at room temperature, the reaction mixture was washed with a saturated aqueous sodium hydrogen-carbonate solution and then with water, then dried over anhydrous magnesium sulfate and thereafter, concentrated under reduced pressure. The resulting oily residue was chromatographed on a silica gel column (eluting... The reactants are C(C)(=O)OC=1C=CC=2N(C3=CC=C(C=C3C2C1)OC(C)=O)CC (N-ethyl-3,6-carbazolediol diacetate), Cl.C(C)N(CCCl)CC (2-diethylaminoethylchloride hydrochloride), C[O-].[Na+] (sodium methoxide). The solvent is ClC1=CC=CC=C1 (chlorobenzene). Yields the product Cl.Cl.C(C)N(CCOC=1C=CC=2N(C3=CC=C(C=C3C2C1)OCCN(CC)CC)CC)CC (3,6-bis(2-diethylaminoethoxy)-N-ethylcarbazole dihydrochloride). As a reaction SMILES: [C:1]([O:4][C:5]1[CH:6]=[CH:7][C:8]2[N:9]([CH2:22][CH3:23])[C:10]3[C:15]([C:16]=2[CH:17]=1)=[CH:14][C:13]([O:18][C:19](=O)[CH3:20])=[CH:12][CH:11]=3)(=O)[CH3:2].[ClH:24].C([N:27]([CH2:31][CH3:32])[CH2:28][CH2:29][Cl:30])C.C[O-].[Na+]>ClC1C=CC=CC=1>[ClH:30].[ClH:24].[CH2:31]([N:27]([CH2:28][CH3:29])[CH2:2][CH2:1][O:4][C:5]1[CH:17]=[CH:16][C:8]2[N:9]([CH2:22][CH3:23])[C:10]3[C:11]([C:7]=2[CH:6]=1)=[CH:12][C:13]([O:18][CH2:19][CH2:20][N:9]([CH2:10][CH3:11])[CH2:8][CH3:7])=[CH:14][CH:15]=3)[CH3:32] |f:1.2,3.4,6.7.8|. Reported procedure: A mixture of 15.5 g (0.05 mole) of N-ethyl-3,6-carbazolediol diacetate, 17.2 g (0.1 mole) of 2-diethylaminoethylchloride hydrochloride, 10.8 g (0.2 mole) of sodium methoxide and 400 ml of chlorobenzene is refluxed for 24 hours. Upon cooling, the reaction mixture is filtered, and the filtrate is washed with several portions of water, dried over anhydrous magnesium sulfate, diluted with ether and acidified with ethereal HCl. The resulting precipitate is separated and recrystallized from methanol-e... Reactants: CC1=C(C=CC=C1)C1CC(CC(C1)=O)=O (5-(2-methylphenyl)cyclohexane-1,3-dione), C(C)(=O)[O-].[NH4+] (ammonium acetate), CC(C#C)=O (3-butyn-2-one). Solvent: C(C)O (ethanol). Conditions: time 30 minute. Product: CC1=NC=2CC(CC(C2C=C1)=O)C1=C(C=CC=C1)C (2-methyl-7-(2-methylphenyl)-5,6,7,8-tetrahydroquinolin-5-one). Isolated yield 55.1%. RXN SMILES: [CH3:1][C:2]1[CH:7]=[CH:6][CH:5]=[CH:4][C:3]=1[CH:8]1[CH2:13][C:12](=O)[CH2:11][C:10](=[O:15])[CH2:9]1.C([O-])(=O)C.[NH4+:20].[CH3:21][C:22](=O)[C:23]#[CH:24]>C(O)C>[CH3:21][C:22]1[CH:23]=[CH:24][C:11]2[C:10](=[O:15])[CH2:9][CH:8]([C:3]3[CH:4]=[CH:5][CH:6]=[CH:7][C:2]=3[CH3:1])[CH2:13][C:12]=2[N:20]=1 |f:1.2|. Procedure details: A mixture of 5-(2-methylphenyl)cyclohexane-1,3-dione (1.3 g) and ammonium acetate (0.49 g) in ethanol (30 ml) was stirred at room temperature for 30 minutes, and to the mixture was added 3-butyn-2-one (0.44 g). The reaction solution was stirred at room temperature for 1.5 hours and refluxed for 27 hours. Under reduced pressure, the solvent was evaporated, and the residue was dissolved in ethyl acetate. The solution was washed with sodium hydrogen carbonate solution, water and saturated brine, dr...